This data is from the Open Reaction Database (ORD), a public repository of structured organic reaction records. The task is: describe an organic reaction: reactants, conditions, products, and yield The reactants are O=C(Cl)Oc1ccc([N+](=O)[O-])cc1, ClCCl, Cl, CCOC(=O)CCN, O, c1ccncc1. The product is CCOC(=O)CCNC(=O)Oc1ccc([N+](=O)[O-])cc1. As a reaction SMILES: [Cl:1][C:2](=[O:3])[O:4][c:5]1[cH:6][cH:7][c:8]([N+:11](=[O:12])[O-:13])[cH:9][cH:10]1.[Cl:30][CH2:31][Cl:32].[ClH:14].[NH2:15][CH2:16][CH2:17][C:18](=[O:19])[O:20][CH2:21][CH3:22].[OH2:29].[cH:23]1[cH:24][cH:25][n:26][cH:27][cH:28]1>>[C:2](=[O:3])([O:4][c:5]1[cH:6][cH:7][c:8]([N+:11](=[O:12])[O-:13])[cH:9][cH:10]1)[NH:15][CH2:16][CH2:17][C:18](=[O:19])[O:20][CH2:21][CH3:22].